describe an organic reaction: reactants, conditions, products, and yield From a dataset of the Open Reaction Database (ORD), a public repository of structured organic reaction records. Starting materials: C1CCOC1, CN, O=C(O)c1cccc2cc(Oc3cc(Cl)ncn3)ccc12. Yields the product CNc1cc(Oc2ccc3c(C(=O)O)cccc3c2)ncn1. As a reaction SMILES: [CH2:24]1[O:25][CH2:26][CH2:27][CH2:28]1.[CH3:22][NH2:23].[Cl:1][c:2]1[cH:3][c:4]([O:8][c:9]2[cH:10][c:11]3[cH:12][cH:13][cH:14][c:15]([C:19](=[O:20])[OH:21])[c:16]3[cH:17][cH:18]2)[n:5][cH:6][n:7]1>>[c:2]1([NH:23][CH3:22])[cH:3][c:4]([O:8][c:9]2[cH:10][c:11]3[cH:12][cH:13][cH:14][c:15]([C:19](=[O:20])[OH:21])[c:16]3[cH:17][cH:18]2)[n:5][cH:6][n:7]1. The reactants are debenzylated compound, C(C)(=O)NC1=NC(NC=C1)=O (N4 -acetylcytosine), S(=O)(=O)([O-])[O-].[NH4+].[NH4+] (ammonium sulfate), ClC1=CC(=CC=C1)C(=O)OO (m-chloroperbenzoic acid), C(O)([O-])=O.[Na+] (sodium hydrogencarbonate), C(O)([O-])=O.[Na+] (sodium hydrogencarbonate), O(S(=O)(=O)C(F)(F)F)[Si](C)(C)C (trimethylsilyl triflate). Run in C(Cl)Cl (methylene chloride), C[Si](N[Si](C)(C)C)(C)C (hexamethyldisilazane), C(Cl)Cl (methylene chloride). Run at temperature -78 celsius, time 30 minute. The product is C=C1[C@@H](S[C@@H]([C@H]1O)CO)N1C(=O)N=C(N)C=C1 (2'-deoxy-2'-methylidene-4'-thiocytidine). Yield: 23.0%. Reaction SMILES: ClC1C=C[CH:5]=[C:4]([C:8]([O:10]O)=O)[CH:3]=1.[C:12](=[O:15])([O-])O.[Na+].C([NH:20][C:21]1[CH:26]=[CH:25][NH:24][C:23](=[O:27])[N:22]=1)(=O)C.S([O-])([O-])(=O)=O.[NH4+].[NH4+].O([Si](C)(C)C)[S:36]([C:39](F)(F)F)(=O)=O>C(Cl)Cl.C[Si](C)(C)N[Si](C)(C)C>[CH2:5]=[C:4]1[C@H:8]([OH:10])[C@@H:39]([CH2:12][OH:15])[S:36][C@H:3]1[N:24]1[CH:25]=[CH:26][C:21]([NH2:20])=[N:22][C:23]1=[O:27] |f:1.2,4.5.6|. Procedure: 523 mg of this debenzylated compound was dissolved in 15 ml of methylene chloride, and the solution was cooled to -78° C. under a stream of argon. To this solution was added dropwise a solution prepared by dissolving 271 mg of 80% m-chloroperbenzoic acid in methylene chloride. After the mixture was stirred for 30 minutes, a saturated sodium hydrogencarbonate solution was added to the mixture to terminate the reaction, and the temperature of the mixture was raised to room temperature. The mixture...